From a dataset of the Open Reaction Database (ORD), a public repository of structured organic reaction records. describe an organic reaction: reactants, conditions, products, and yield Starting materials: COC1=CC(=C(C=C1)B(O)O)C(F)(F)F (4-methoxy-2-(trifluoromethyl)phenyl boronic acid), BrC=1C=C2[C@H]3[C@@H](N4C2=C(C1)CSCC4)CCN(C3)C(=O)OC(C)(C)C (tert-butyl (7bR,11aS)-6-bromo-1,2,7b,10,11,11a-hexahydro-4H-pyrido[4,3-b][1,4]thiazepino[6,5,4-hi]indole-9(8H)-carboxylate). The product is COC1=CC(=C(C=C1)C=1C=C2[C@H]3[C@@H](N4C2=C(C1)CSCC4)CCNC3)C(F)(F)F ((7bR,11aS)-6-[4-methoxy-2-(trifluoromethyl)phenyl]-1,2,7b,8,9,10,11,11a-octahydro-4H-pyrido[4,3-b][1,4]thiazepino[6,5,4-hi]indole). Reaction SMILES: [CH3:1][O:2][C:3]1[CH:8]=[CH:7][C:6](B(O)O)=[C:5]([C:12]([F:15])([F:14])[F:13])[CH:4]=1.Br[C:17]1[CH:18]=[C:19]2[C:23]3=[C:24]([CH2:26][S:27][CH2:28][CH2:29][N:22]3[C@H:21]3[CH2:30][CH2:31][N:32](C(OC(C)(C)C)=O)[CH2:33][C@@H:20]23)[CH:25]=1>>[CH3:1][O:2][C:3]1[CH:8]=[CH:7][C:6]([C:17]2[CH:18]=[C:19]3[C:23]4=[C:24]([CH2:26][S:27][CH2:28][CH2:29][N:22]4[C@H:21]4[CH2:30][CH2:31][NH:32][CH2:33][C@@H:20]34)[CH:25]=2)=[C:5]([C:12]([F:15])([F:14])[F:13])[CH:4]=1. Reported procedure: Using 4-methoxy-2-(trifluoromethyl)phenyl boronic acid and following the procedures described in EXAMPLE 9, tert-butyl (7bR,11aS)-6-bromo-1,2,7b,10,11,11a-hexahydro-4H-pyrido[4,3-b][1,4]thiazepino[6,5,4-hi]indole-9(8H)-carboxylate was converted into the title compound of EXAMPLE 12. 1H NMR(CDCl3, 300 MHz): δ 7.20 (m, 3H), 7.05 (m, 2H), 6.89 (s, 1H), 6.79 (s, 1H), 3.84 (s, 3H), 3.81 (m, 2H), 3.59 (m, 1H), 3.45 (m, 1H), 3.21 (m, 2H), 3.0 (m, 2H), 2.92 (m, 3H), 2.60 (m, 1H), 1.80 (m, 2H). LRMS (ES+... The reactants are C[Si](C)(C)CC(=O)N (Trimethylsilylacetamide), O.O.Cl.[Cl-].NC1[C@@H]2N(C(=C(CS2)C[N+]2=CC=CC=C2)C(=O)O)C1=O (1-[(7-amino-4-carboxy-3-cephem-3-yl)methyl]pyridinium chloride hydrochloride dihydrate), [OH-].[Na+] (sodium hydroxide), P(=O)(Cl)(Cl)Cl (phosphorous oxychloride), [Cl-].[Na+] (sodium chloride), C(C)(C)(C)OC(=O)CON=C(C(=O)O)C=1N=C(SC1Cl)NC=O (2-(t-Butoxycarbonylmethoxyimino)-2-(2-formamido-5-chlorothiazol-4-yl)acetic acid), C[N+](=CCl)C.[Cl-] (Vilsmeier reagent). The solvent is O1CCCC1 (tetrahydrofuran), C(C)(=O)OCC (ethyl acetate), CN(C=O)C (N,N-dimethylformamide), O1CCCC1 (tetrahydrofuran). Reaction conditions: time 30 minute. Yields the product C[N+](=CCl)C.[Cl-] (Vilsmeier reagent), C(C)(C)(C)OC(=O)CON=C(C(=O)NC1[C@@H]2N(C(=C(CS2)C[N+]2=CC=CC=C2)C(=O)[O-])C1=O)C=1N=C(SC1Cl)NC=O (7-[2-t-butoxycarbonylmethoxyimino-2 -(2-formamido-5-chlorothiazol-4-yl)acetamido]-3-(1-pyridiniomethyl)-3-cephem-4-carboxylate). Reaction SMILES: P(Cl)(Cl)([Cl:3])=O.[C:6]([O:10][C:11]([CH2:13][O:14][N:15]=[C:16]([C:20]1[N:21]=[C:22]([NH:26][CH:27]=[O:28])[S:23][C:24]=1[Cl:25])[C:17]([OH:19])=O)=[O:12])([CH3:9])([CH3:8])[CH3:7].[CH3:29][N+:30]([CH3:33])=[CH:31][Cl:32].[Cl-].C[Si](CC(N)=O)(C)C.O.O.Cl.[Cl-].[NH2:47][CH:48]1[C:65](=[O:66])[N:50]2[C:51]([C:62]([OH:64])=[O:63])=[C:52]([CH2:55][N+:56]3[CH:61]=[CH:60][CH:59]=[CH:58][CH:57]=3)[CH2:53][S:54][C@H:49]12.[Cl-].[Na+].[OH-].[Na+]>C(OCC)(=O)C.O1CCCC1.CN(C)C=O>[CH3:29][N+:30]([CH3:33])=[CH:31][Cl:32].[Cl-:3].[C:6]([O:10][C:11]([CH2:13][O:14][N:15]=[C:16]([C:20]1[N:21]=[C:22]([NH:26][CH:27]=[O:28])[S:23][C:24]=1[Cl:25])[C:17]([NH:47][CH:48]1[C:65](=[O:66])[N:50]2[C:51]([C:62]([O-:64])=[O:63])=[C:52]([CH2:55][N+:56]3[CH:57]=[CH:58][CH:59]=[CH:60][CH:61]=3)[CH2:53][S:54][C@H:49]12)=[O:19])=[O:12])([CH3:7])([CH3:8])[CH3:9] |f:2.3,5.6.7.8.9,10.11,12.13,17.18|. Procedure details: Vilsmeier reagent was prepared from phosphorous oxychloride (2.5 g) and N,N-dimethylformamide (1.2 g) in ethyl acetate (4.8 ml) in a usual manner. 2-(t-Butoxycarbonylmethoxyimino)-2-(2-formamido-5-chlorothiazol-4-yl)acetic acid (syn isomer) (5.0 g) was added to the stirred suspension of Vilsmeier reagent in tetrahydrofuran (70 ml) under ice-cooling, and stirred for 30 minutes at the same temperature to produce an activated acid solution. Trimethylsilylacetamide (16.4 g) was added to the stirred ... Reactants: ClC1=C(C=CC=C1Cl)N1CCN(CC1)CCCOC1=CC=C2C=NNC2=C1 (6-(3-(4-(2,3-dichlorophenyl)piperazin-1-yl)propoxy)-1H-indazole), [Na+].[I-] (NaI), Cl.ClC1=C(C=CC=C1Cl)N1CCNCC1 (1-(2,3-dichlorophenyl)piperazine hydrochloride salt), C(=O)([O-])[O-].[K+].[K+] (K2CO3). The solvent is CC#N (CH3CN). Run at time 6 hour. The product is ClC1=C(C=CC=C1Cl)N1CCN(CC1)CCCOC1=CC=C2CCNC(C2=C1)=O (7-(3-(4-(2,3-dichlorophenyl)piperazin-1-yl)propoxy)-3,4-dihydroisoquinolin-1(2H)-one). Isolated yield 51.9%. As a reaction SMILES: [Cl:1][C:2]1[C:7]([Cl:8])=[CH:6][CH:5]=[CH:4][C:3]=1[N:9]1[CH2:14][CH2:13][N:12]([CH2:15][CH2:16][CH2:17][O:18][C:19]2[CH:27]=[C:26]3[C:22](C=NN3)=[CH:21][CH:20]=2)[CH2:11][CH2:10]1.[Na+].[I-].Cl.Cl[C:32]1C(Cl)=CC=C[C:33]=1[N:39]1[CH2:44]CNCC1.C([O-])([O-])=[O:46].[K+].[K+]>CC#N>[Cl:1][C:2]1[C:7]([Cl:8])=[CH:6][CH:5]=[CH:4][C:3]=1[N:9]1[CH2:10][CH2:11][N:12]([CH2:15][CH2:16][CH2:17][O:18][C:19]2[CH:27]=[C:26]3[C:22]([CH2:32][CH2:33][NH:39][C:44]3=[O:46])=[CH:21][CH:20]=2)[CH2:13][CH2:14]1 |f:1.2,3.4,5.6.7|. Procedure details: A mixture of intermediate 20 (110 mg, 0.39 mmol) and NaI (117 mg, 0.78 mmol) in CH3CN was heated to reflux for 30 min and then cooled to rt. Intermediate 41 (157 mg, 0.59 mmol) and anhydrous K2CO3 (216 mg, 1.56 mmol) were added to the mixture. The resulting mixture was heated to reflux and stirred for 6 h. Precipitated crystals were filtered off and the filtrate was evaporated under reduced pressure. The residue was extracted with EtOAc. The combined EtOAc layers were washed with brine, dried ov... Reactants: [Na].[Na].C(C)(=O)N[C@H]1[C@@H](O[C@@H]([C@H]([C@@H]1OCC1=CC=CC=C1)OCC1=CC=CC=C1)COS(=O)(=O)O)O[C@@H]1[C@H]([C@H](OCCCCCCCC)O[C@@H]([C@@H]1OCC1=CC=CC=C1)COS(=O)(=O)O)OCC1=CC=CC=C1 (Octyl 2-Acetamido-3,4-di-O-benzyl-2-deoxy-6-O-sulfo-β-D-glucopyranosyl-(1→3)-2,4-di-O-benzyl-6-O-sulfo-β-D-galactopyranoside Disodium Salt), [H][H] (hydrogen). The reagents and catalysts are [OH-].[OH-].[Pd+2] (palladium hydroxide/carbon). Solvent: CO (methanol), O (water). Reaction conditions: time 4 hour. The product is [Na].[Na].C(C)(=O)N[C@H]1[C@@H](O[C@@H]([C@H]([C@@H]1O)O)COS(=O)(=O)O)O[C@@H]1[C@H]([C@H](OCCCCCCCC)O[C@@H]([C@@H]1O)COS(=O)(=O)O)O (Octyl 2-Acetamido-2-deoxy-6-O-sulfo-β-D-glucopyranosyl-(1→3)-6-O-sulfo-β-D-galactopyranoside Disodium Salt). Yield: 180.6%. Reaction SMILES: [Na:1].[Na].[C:3]([NH:6][C@@H:7]1[C@@H:12]([O:13]CC2C=CC=CC=2)[C@H:11]([O:21]CC2C=CC=CC=2)[C@@H:10]([CH2:29][O:30][S:31]([OH:34])(=[O:33])=[O:32])[O:9][C@H:8]1[O:35][C@H:36]1[C@@H:50]([O:51]CC2C=CC=CC=2)[C@@H:49]([CH2:59][O:60][S:61]([OH:64])(=[O:63])=[O:62])[O:48][C@@H:38]([O:39][CH2:40][CH2:41][CH2:42][CH2:43][CH2:44][CH2:45][CH2:46][CH3:47])[C@@H:37]1[O:65]CC1C=CC=CC=1)(=[O:5])[CH3:4].[H][H]>CO.O.[OH-].[OH-].[Pd+2]>[Na:1].[Na:1].[C:3]([NH:6][C@@H:7]1[C@@H:12]([OH:13])[C@H:11]([OH:21])[C@@H:10]([CH2:29][O:30][S:31]([OH:34])(=[O:33])=[O:32])[O:9][C@H:8]1[O:35][C@H:36]1[C@@H:50]([OH:51])[C@@H:49]([CH2:59][O:60][S:61]([OH:64])(=[O:63])=[O:62])[O:48][C@@H:38]([O:39][CH2:40][CH2:41][CH2:42][CH2:43][CH2:44][CH2:45][CH2:46][CH3:47])[C@@H:37]1[OH:65])(=[O:5])[CH3:4] |f:0.1.2,6.7.8,9.10.11,^1:0,1,80,81|. Reported procedure: Compound 21 (170 mg, 0.160 mmol) was dissolved in a mixture of methanol and water (3:1, 15 mL) and palladium hydroxide/carbon (180 mg) was added thereto. Inside of the reaction system was replaced with hydrogen gas, and catalytic reduction was performed at room temperature for 4 hours. The reaction mixture was filtered through Celite, and the filtrate was evaporated. The residue was purified with a column of Sephadex LH-20 (CHCl3:MeOH:H2O=5:10:3), further purified with a column of Dowex-50 (Na+)... Reactants: NC1=CC=C(C=C1)C1=NC(=NC=C1)NC1=CC=C(C=C1)N1CCOCC1 (4-(4-aminophenyl)-N-(4-morpholinophenyl)pyrimidin-2-amine), NC1=CC=C(C=C1)C1=NC(=NC=C1)NC1=CC=C(C=C1)N1CCOCC1 (4-(4-aminophenyl)-N-(4-morpholinophenyl)pyrimidin-2-amine), CCN(C(C)C)C(C)C (DIPEA), C(C)(=O)OC(C(=O)Cl)(C)C (2-acetoxy-2-methylpropionyl chloride), O[Li].O (LiOH—H2O). Run in O (water), CCOC(=O)C (EtOAc), CC(=O)N(C)C (DMA), O (water). Conditions: time 20 minute. The product is OC(C(=O)NC1=CC=C(C=C1)C1=NC(=NC=C1)NC1=CC=C(C=C1)N1CCOCC1)(C)C (2-hydroxy-2-methyl-N-(4-(2-(4-morpholino-phenylamino)pyrimidin-4-yl)phenyl)propanamide). Isolated yield 0.1%. As a reaction SMILES: [NH2:1][C:2]1[CH:7]=[CH:6][C:5]([C:8]2[CH:13]=[CH:12][N:11]=[C:10]([NH:14][C:15]3[CH:20]=[CH:19][C:18]([N:21]4[CH2:26][CH2:25][O:24][CH2:23][CH2:22]4)=[CH:17][CH:16]=3)[N:9]=2)=[CH:4][CH:3]=1.CCN(C(C)C)C(C)C.C([O:39][C:40]([CH3:45])([CH3:44])[C:41](Cl)=[O:42])(=O)C.O[Li].O>CC(N(C)C)=O.O.CCOC(C)=O>[OH:39][C:40]([CH3:45])([CH3:44])[C:41]([NH:1][C:2]1[CH:7]=[CH:6][C:5]([C:8]2[CH:13]=[CH:12][N:11]=[C:10]([NH:14][C:15]3[CH:16]=[CH:17][C:18]([N:21]4[CH2:22][CH2:23][O:24][CH2:25][CH2:26]4)=[CH:19][CH:20]=3)[N:9]=2)=[CH:4][CH:3]=1)=[O:42] |f:3.4|. Procedure details: To a solution of 4-(4-aminophenyl)-N-(4-morpholinophenyl)pyrimidin-2-amine (1.0 g, 2.8 mol) 249(a) and DIPEA (0.5 mL, 1 eq.) in anhydrous DMA (5 mL) was added dropwise 2-acetoxy-2-methylpropionyl chloride (3 mol, 1.05 eq., 0.44 mL) at 0° C. The mixture was stirred for 20 min at room temperature. The solution was diluted with water and EtOAc. The organic layer was concentrated in vacuo. The residue 366(a) was suspended in MeOH (10 mL) and a solution of LiOH—H2O (8.3 mmol, 3 eq. 0.35 g) in water (... Starting materials: O=C(NCCCCl)Nc1nc2ccc(Br)cc2s1, C1CNCCN1, C1CCOC1, CCO. Product: O=C(NCCCN1CCNCC1)Nc1nc2ccc(Br)cc2s1. As a reaction SMILES: [Br:1][c:2]1[cH:3][c:4]2[c:5]([n:6][c:7]([NH:9][C:10](=[O:11])[NH:12][CH2:13][CH2:14][CH2:15][Cl:16])[s:8]2)[cH:17][cH:18]1.[CH2:19]1[CH2:20][NH:21][CH2:22][CH2:23][NH:24]1.[CH2:25]1[O:26][CH2:27][CH2:28][CH2:29]1.[CH3:30][CH2:31][OH:32]>>[Br:1][c:2]1[cH:3][c:4]2[c:5]([n:6][c:7]([NH:9][C:10](=[O:11])[NH:12][CH2:13][CH2:14][CH2:15][N:21]3[CH2:20][CH2:19][NH:24][CH2:23][CH2:22]3)[s:8]2)[cH:17][cH:18]1. The reactants are CC(C)(C)NC(=O)c1ccc(Cl)nc1, C1CCOC1, CO, CC(C)[Mg+], [Cl-], N#CC1=C(C#N)C(=O)C(Cl)=C(Cl)C1=O. The product is CC(C)c1cc(Cl)ncc1C(=O)NC(C)(C)C. As a reaction SMILES: [C:6]([CH3:7])([CH3:8])([CH3:9])[NH:10][C:11]([c:12]1[cH:13][n:14][c:15]([Cl:18])[cH:16][cH:17]1)=[O:19].[CH2:36]1[O:37][CH2:38][CH2:39][CH2:40]1.[CH3:20][OH:21].[CH:2]([CH3:3])([CH3:4])[Mg+:5].[Cl-:1].[Cl:22][C:23]1=[C:34]([Cl:35])[C:32](=[O:33])[C:29]([C:30]#[N:31])=[C:26]([C:27]#[N:28])[C:24]1=[O:25]>>[CH:2]([CH3:3])([CH3:4])[c:17]1[c:12]([C:11]([NH:10][C:6]([CH3:7])([CH3:8])[CH3:9])=[O:19])[cH:13][n:14][c:15]([Cl:18])[cH:16]1. The reactants are C1(CCCC1)CC=1C=C2C=CC=NC2=C(C1)Br (6-(cyclopentylmethyl)-8-bromoquinoline), ClC=1C=C(C=CC1F)B(O)O (3-chloro-4-fluorobenzene boronic acid). Product: C1(CCCC1)CC=1C=C2C=CC=NC2=C(C1)C1=CC(=C(C=C1)F)Cl (6-(cyclopentylmethyl)-8-(3-chloro-4-fluorophenyl)quinoline). RXN SMILES: [CH:1]1([CH2:6][C:7]2[CH:8]=[C:9]3[C:14](=[C:15](Br)[CH:16]=2)[N:13]=[CH:12][CH:11]=[CH:10]3)[CH2:5][CH2:4][CH2:3][CH2:2]1.[Cl:18][C:19]1[CH:20]=[C:21](B(O)O)[CH:22]=[CH:23][C:24]=1[F:25]>>[CH:1]1([CH2:6][C:7]2[CH:8]=[C:9]3[C:14](=[C:15]([C:21]4[CH:22]=[CH:23][C:24]([F:25])=[C:19]([Cl:18])[CH:20]=4)[CH:16]=2)[N:13]=[CH:12][CH:11]=[CH:10]3)[CH2:5][CH2:4][CH2:3][CH2:2]1. Procedure: 6-(cyclopentylmethyl)-8-bromoquinoline and 3-chloro-4-fluorobenzene boronic acid can be combined to form 6-(cyclopentylmethyl)-8-(3-chloro-4-fluorophenyl)quinoline,